Dataset: the Open Reaction Database (ORD), a public repository of structured organic reaction records. Task: describe an organic reaction: reactants, conditions, products, and yield The product is Cl.FC(OC1=CC=C(C=C1)N1N=C(N=C1)C1=CC=C(CNO[C@@H]2O[C@H]([C@@H]([C@H]([C@H]2OC)OC)OC)C)C=C1)(F)F (N-{4-[1-(4-trifluoromethoxyphenyl)-1H-[1,2,4]triazol-3-yl]-benzyl}-O-((2S,3R,4R,5S,6S)-3,4,5-trimethoxy-6-methyl-tetrahydropyran-2-yl)-hydroxylamine hydrochloride). The yield is 75.0%. Solvent: C(C)OCC (diethyl ether). Reported procedure: A solution of N-{4-[1-(4-trifluoromethoxyphenyl)-1H-[1,2,4]triazol-3-yl]-benzyl}-O-((2S,3R,4R,5S,6S)-3,4,5-trimethoxy-6-methyl-tetrahydropyran-2-yl)-hydroxylamine (3; 87.5 mg, 0.162 mmol) in diethyl ether (Et2O; 8.75 mL) was treated by the dropwise addition of HCl (4 M in dioxane) until no more solid precipitated. The resulting suspension was spun in a centrifuge and the solvent was decanted. The solid was slurried with fresh Et2O, centrifuged and the solvent was decanted. The resulting solid wa... Reaction SMILES: [F:1][C:2]([F:38])([F:37])[O:3][C:4]1[CH:9]=[CH:8][C:7]([N:10]2[CH:14]=[N:13][C:12]([C:15]3[CH:36]=[CH:35][C:18]([CH2:19][NH:20][O:21][C@H:22]4[C@H:27]([O:28][CH3:29])[C@H:26]([O:30][CH3:31])[C@@H:25]([O:32][CH3:33])[C@H:24]([CH3:34])[O:23]4)=[CH:17][CH:16]=3)=[N:11]2)=[CH:6][CH:5]=1.[ClH:39]>C(OCC)C>[ClH:39].[F:38][C:2]([F:1])([F:37])[O:3][C:4]1[CH:9]=[CH:8][C:7]([N:10]2[CH:14]=[N:13][C:12]([C:15]3[CH:36]=[CH:35][C:18]([CH2:19][NH:20][O:21][C@H:22]4[C@H:27]([O:28][CH3:29])[C@H:26]([O:30][CH3:31])[C@@H:25]([O:32][CH3:33])[C@H:24]([CH3:34])[O:23]4)=[CH:17][CH:16]=3)=[N:11]2)=[CH:6][CH:5]=1 |f:3.4|. Reactants: FC(OC1=CC=C(C=C1)N1N=C(N=C1)C1=CC=C(CNO[C@@H]2O[C@H]([C@@H]([C@H]([C@H]2OC)OC)OC)C)C=C1)(F)F (N-{4-[1-(4-trifluoromethoxyphenyl)-1H-[1,2,4]triazol-3-yl]-benzyl}-O-((2S,3R,4R,5S,6S)-3,4,5-trimethoxy-6-methyl-tetrahydropyran-2-yl)-hydroxylamine), Cl (HCl). Starting materials: C(C1=CC=CC=C1)=O (benzaldehyde), enolate, C(CC)(=O)OCC (ethyl propionate), (NH4)2SO4. Run at temperature -78 celsius, time 10 second. The product is C1(=CC=CC=C1)C(C(C(=O)OCC)C)O (ethyl 3-phenyl-3-hydroxy-2-methylpropionate). Yield: 72.0%. RXN SMILES: [CH:1](=[O:8])[C:2]1[CH:7]=[CH:6][CH:5]=[CH:4][CH:3]=1.[C:9]([O:13][CH2:14][CH3:15])(=[O:12])[CH2:10][CH3:11]>>[C:2]1([CH:1]([OH:8])[CH:10]([CH3:11])[C:9]([O:13][CH2:14][CH3:15])=[O:12])[CH:7]=[CH:6][CH:5]=[CH:4][CH:3]=1. Reported procedure: 50 mmol (5.10 ml) of benzaldehyde are added at -78° C. to the manganous enolate of ethyl propionate, prepared as indicated above. After stirring for 10 seconds at -78° C., the reaction medium is hydrolyzed by the dropwise addition of a saturated solution of (NH4)2SO4. After decantation, filtration on hyflo-supercel and evaporation of the solvents under vacuum, ethyl 3-phenyl-3-hydroxy-2-methylpropionate is isolated by low pressure liquid chromatography on 15 μm silica gel using cyclohexane/ethyl... Starting materials: CC(C)(C)OC(=O)C=Cc1ccc(N2CC(=O)NS2(=O)=O)c(OCc2ccccc2)c1, C1CCOC1, [Na+], [OH-]. Product: O=C(O)C=Cc1ccc(N2CC(=O)NS2(=O)=O)c(OCc2ccccc2)c1. Reaction SMILES: [C:1]([CH3:2])([CH3:3])([CH3:4])[O:5][C:6]([CH:7]=[CH:8][c:9]1[cH:10][c:11]([O:23][CH2:24][c:25]2[cH:26][cH:27][cH:28][cH:29][cH:30]2)[c:12]([N:15]2[S:16](=[O:21])(=[O:22])[NH:17][C:18](=[O:20])[CH2:19]2)[cH:13][cH:14]1)=[O:31].[CH2:34]1[O:35][CH2:36][CH2:37][CH2:38]1.[Na+:33].[OH-:32]>>[O:5]=[C:6]([CH:7]=[CH:8][c:9]1[cH:10][c:11]([O:23][CH2:24][c:25]2[cH:26][cH:27][cH:28][cH:29][cH:30]2)[c:12]([N:15]2[S:16](=[O:21])(=[O:22])[NH:17][C:18](=[O:20])[CH2:19]2)[cH:13][cH:14]1)[OH:31]. Starting materials: O=C1C(NC(N1CC1C(C2C(C(C1)C2)(C)C)C)=CC(=O)C2=CC=C(C#N)C=C2)(CC=2N=CN(C2)C(C2=CC=CC=C2)(C2=CC=CC=C2)C2=CC=CC=C2)CC=2N=CN(C2)CC(C2=CC=CC=C2)(C2=CC=CC=C2)C2=CC=CC=C2 (4-{[5-Oxo-1-(2,6,6-trimethyl-bicyclo[3.1.1]hept-3-ylmethyl)-4-[1-(2,2,2-triphenyl-ethyl)-1H-imidazol-4-ylmethyl]-4-(1-trityl-1H-imidazol-4-ylmethyl)-imidazolidin-2-ylidene]-acetyl}-benzonitrile), [NH4+].[F-] (NH4F), C(C)[SiH](CC)CC (triethylsilane). Run in C(Cl)Cl (CH2Cl2). Product: N1C=NC(=C1)CC1(NC(N(C1=O)CC1C(C2C(C(C1)C2)(C)C)C)=CC(=O)C2=CC=C(C#N)C=C2)CC=2N=CNC2 (4-{[4,4-Bis-(1H-imidazol-4-ylmethyl)-5-oxo-1-(2,6,6-trimethyl-bicyclo[3.1.1]hept-3-ylmethyl)-imidazolidin-2-ylidene]-acetyl}-benzonitrile). Reaction SMILES: [O:1]=[C:2]1[N:6]([CH2:7][CH:8]2[CH2:13][CH:12]3[CH2:14][CH:10]([C:11]3([CH3:16])[CH3:15])[CH:9]2[CH3:17])[C:5](=[CH:18][C:19]([C:21]2[CH:28]=[CH:27][C:24]([C:25]#[N:26])=[CH:23][CH:22]=2)=[O:20])[NH:4][C:3]1([CH2:54][C:55]1[N:56]=[CH:57][N:58](CC(C2C=CC=CC=2)(C2C=CC=CC=2)C2C=CC=CC=2)[CH:59]=1)[CH2:29][C:30]1[N:31]=[CH:32][N:33](C(C2C=CC=CC=2)(C2C=CC=CC=2)C2C=CC=CC=2)[CH:34]=1.[NH4+].[F-].C([SiH](CC)CC)C>C(Cl)Cl>[NH:58]1[CH:59]=[C:55]([CH2:54][C:3]2([CH2:29][C:30]3[N:31]=[CH:32][NH:33][CH:34]=3)[C:2](=[O:1])[N:6]([CH2:7][CH:8]3[CH2:13][CH:12]4[CH2:14][CH:10]([C:11]4([CH3:16])[CH3:15])[CH:9]3[CH3:17])[C:5](=[CH:18][C:19]([C:21]3[CH:22]=[CH:23][C:24]([C:25]#[N:26])=[CH:27][CH:28]=3)=[O:20])[NH:4]2)[N:56]=[CH:57]1 |f:1.2|. Procedure: To a solution of the title compound of 1E (0.101 g, 0.108 mmol) in CH2Cl2 (1 ml) was added NH4F (0.010 g, 0.43 mmol) and triethylsilane (0.069 ml, 0.43 mmol) followed by addition of 2 ml TFA. The reaction mixture was stiired at ambient temperature for 12 h. It was partitioned between CH2Cl2 and saturated sodium bicarbonate (NaHCO3) solution. The CH2Cl2 layer was dried over MgSO4, filtered, and concentrated under vacuum to give the crude product. The crude product was chromatographed on silica ge... Reactants: CCCCC (Pentane), [H-].[Na+] (sodium hydride), ClCCCN1CCN(CC1)C(C1=CC=C(C=C1)F)C1=CC=C(C=C1)F (1-(1-chloro-3-propanyl)-4-[bis(4-fluorophenyl)methyl]piperazine), O.SC1=C2NC=NC2=NC=N1 (6-Mercaptopurine monohydrate). Solvent: CN(C)C=O (DMF), CO.C(Cl)Cl (methanol methylene chloride). Run at temperature 0 celsius. The product is FC1=CC=C(C=C1)C(N1CCN(CC1)CCCSC1=C2NC=NC2=NC=N1)C1=CC=C(C=C1)F (6-[1-[1-[Bis(4-fluorophenyl)methyl]piperazin-4-yl]-3-propanylthio]purine). The yield is 44.6%. Reaction SMILES: CCCCC.[H-].[Na+].O.[SH:9][C:10]1[N:18]=[CH:17][N:16]=[C:15]2[C:11]=1[NH:12][CH:13]=[N:14]2.Cl[CH2:20][CH2:21][CH2:22][N:23]1[CH2:28][CH2:27][N:26]([CH:29]([C:37]2[CH:42]=[CH:41][C:40]([F:43])=[CH:39][CH:38]=2)[C:30]2[CH:35]=[CH:34][C:33]([F:36])=[CH:32][CH:31]=2)[CH2:25][CH2:24]1>CN(C=O)C.CO.C(Cl)Cl>[F:43][C:40]1[CH:41]=[CH:42][C:37]([CH:29]([C:30]2[CH:31]=[CH:32][C:33]([F:36])=[CH:34][CH:35]=2)[N:26]2[CH2:25][CH2:24][N:23]([CH2:22][CH2:21][CH2:20][S:9][C:10]3[N:18]=[CH:17][N:16]=[C:15]4[C:11]=3[NH:12][CH:13]=[N:14]4)[CH2:28][CH2:27]2)=[CH:38][CH:39]=1 |f:1.2,3.4,7.8|. Procedure: Pentane (10mL) was added to sodium hydride (0.3 g, 6.3 mmol, 50% suspension in mineral oil), and the mixture was stirred under nitrogen. The pentane was decanted, anhydrous DMF (12 mL) was added and the suspension was cooled to 0° C. 6-Mercaptopurine monohydrate (0.93 g, 5.5 mmol) was added in small portions over a 15 min period. To the light beige, slightly hazy mixture was added, after an additional 10 min at 0° C., 1-(1-chloro-3-propanyl)-4-[bis(4-fluorophenyl)methyl]piperazine (2.0 g, 5.5 mm... Reactants: ClC=1C=C2C=CC(=CC2=CC1)S(=O)(=O)N1CCN(CC1)C(C1=CC(=C(C=C1)C1=CC=NC=C1)OC)=O (1-[(6-chloronaphthalen-2-yl)sulfonyl]-4-[3-methoxy-4-(pyridin-4-yl)benzoyl]piperazine), O (water), C([O-])(O)=O.[Na+] (sodium bicarbonate), Cl (hydrochloride). The solvent is O1CCCC1 (tetrahydrofuran), ClCCl (dichloromethane), B(Br)(Br)Br (boron tribromide), ClCCl (dichloromethane), ClCCl (dichloromethane), C(C)O (ethanol). Conditions: time 23 hour. The product is Cl.ClC=1C=C2C=CC(=CC2=CC1)S(=O)(=O)N1CCN(CC1)C(C1=CC(=C(C=C1)C1=CC=NC=C1)O)=O (1-[(6-Chloronaphthalen-2-yl)sulfonyl]-4-[3-hydroxy-4-(pyridin-4-yl)benzoyl]piperazine hydrochloride). RXN SMILES: [Cl:1][C:2]1[CH:3]=[C:4]2[C:9](=[CH:10][CH:11]=1)[CH:8]=[C:7]([S:12]([N:15]1[CH2:20][CH2:19][N:18]([C:21](=[O:36])[C:22]3[CH:27]=[CH:26][C:25]([C:28]4[CH:33]=[CH:32][N:31]=[CH:30][CH:29]=4)=[C:24]([O:34]C)[CH:23]=3)[CH2:17][CH2:16]1)(=[O:14])=[O:13])[CH:6]=[CH:5]2.O.C(=O)(O)[O-].[Na+].Cl>ClCCl.B(Br)(Br)Br.O1CCCC1.C(O)C>[ClH:1].[Cl:1][C:2]1[CH:3]=[C:4]2[C:9](=[CH:10][CH:11]=1)[CH:8]=[C:7]([S:12]([N:15]1[CH2:20][CH2:19][N:18]([C:21](=[O:36])[C:22]3[CH:27]=[CH:26][C:25]([C:28]4[CH:33]=[CH:32][N:31]=[CH:30][CH:29]=4)=[C:24]([OH:34])[CH:23]=3)[CH2:17][CH2:16]1)(=[O:13])=[O:14])[CH:6]=[CH:5]2 |f:2.3,9.10|. Reported procedure: In dichloromethane (1 ml), boron tribromide (115 μl) was dissolved, followed by the dropwise addition of a solution of 1-[(6-chloronaphthalen-2-yl)sulfonyl]-4-[3-methoxy-4-(pyridin-4-yl)benzoyl]piperazine, which had been obtained in Example A-30, in dichloromethane (dichloromethane: 4 ml) at an external temperature of about −78° C. While heating gradually to room temperature, the resulting mixture was stirred for 23 hours. After dichloromethane and water were added to the reaction mixture and th...